From a dataset of the Open Reaction Database (ORD), a public repository of structured organic reaction records. describe an organic reaction: reactants, conditions, products, and yield Reactants: [H-].[Na+] (sodium hydride), IC (iodomethane), FC1=C(C=CC(=C1)F)C=1N2C=CC(C(=C2C=CC1CO)C1=C(C=CC=C1F)F)=O (6-(2,4-difluorophenyl)-1-(2,6-difluorophenyl)-7-(hydroxymethyl)-2H-quinolizin-2-one). Run in C1CCOC1 (THF). Yields the product FC1=C(C=CC(=C1)F)C=1N2C=CC(C(=C2C=CC1COC)C1=C(C=CC=C1F)F)=O (6-(2,4-difluorophenyl)-1-(2,6-difluorophenyl)-7-(methoxymethyl)-2H-quinolizin-2-one). As a reaction SMILES: [H-].[Na+].I[CH3:4].[F:5][C:6]1[CH:11]=[C:10]([F:12])[CH:9]=[CH:8][C:7]=1[C:13]1[N:14]2[C:19]([CH:20]=[CH:21][C:22]=1[CH2:23][OH:24])=[C:18]([C:25]1[C:30]([F:31])=[CH:29][CH:28]=[CH:27][C:26]=1[F:32])[C:17](=[O:33])[CH:16]=[CH:15]2>C1COCC1>[F:5][C:6]1[CH:11]=[C:10]([F:12])[CH:9]=[CH:8][C:7]=1[C:13]1[N:14]2[C:19]([CH:20]=[CH:21][C:22]=1[CH2:23][O:24][CH3:4])=[C:18]([C:25]1[C:26]([F:32])=[CH:27][CH:28]=[CH:29][C:30]=1[F:31])[C:17](=[O:33])[CH:16]=[CH:15]2 |f:0.1|. Reported procedure: Oil free sodium hydride suspended in THF was added iodomethane (0.06 mL) and 6-(2,4-difluorophenyl)-1-(2,6-difluorophenyl)-7-(hydroxymethyl)-2H-quinolizin-2-one (Example 50, 40 mg) at 0° C. The mixture was warmed to room temperature and stirred for a couple of hours until reaction complete. The mixture was quenched with water, extracted with ethyl acetate, brine, dried over MgSO4 and concentrated. The residue was purified by silica gel (100% acetone) to give the title compound (22 mg). The reactants are COC(C1=CC=C(C=C1)C=1N=C(SC1)N)=O (4-(2-amino-thiazol-4-yl)-benzoic acid methyl ester), C1(=CC=CC=C1)S(=O)(=O)Cl (benzenesulfonyl chloride). The reagents and catalysts are CN(C1=CC=NC=C1)C (4-dimethylaminopyridine). The solvent is C(Cl)Cl (CH2Cl2). Reaction conditions: time 18 hour. Yields the product COC(C1=CC=C(C=C1)C=1N=C(SC1)NS(=O)(=O)C1=CC=CC=C1)=O (4-(2-benzenesulfonylamino-thiazol-4-yl)-benzoic acid methyl ester). RXN SMILES: [CH3:1][O:2][C:3](=[O:16])[C:4]1[CH:9]=[CH:8][C:7]([C:10]2[N:11]=[C:12]([NH2:15])[S:13][CH:14]=2)=[CH:6][CH:5]=1.[C:17]1([S:23](Cl)(=[O:25])=[O:24])[CH:22]=[CH:21][CH:20]=[CH:19][CH:18]=1>CN(C)C1C=CN=CC=1.C(Cl)Cl>[CH3:1][O:2][C:3](=[O:16])[C:4]1[CH:5]=[CH:6][C:7]([C:10]2[N:11]=[C:12]([NH:15][S:23]([C:17]3[CH:22]=[CH:21][CH:20]=[CH:19][CH:18]=3)(=[O:25])=[O:24])[S:13][CH:14]=2)=[CH:8][CH:9]=1. Reported procedure: A mixture of 4-(2-amino-thiazol-4-yl)-benzoic acid methyl ester (1.17 g, 5 mmol), benzenesulfonyl chloride (1.06 g, 6 mmol) and 4-dimethylaminopyridine (2.20 g, 18 mmol) in CH2Cl2 (50 mL) was stirred at room temp for 18 h. A white solid was provided as 4-(2-benzenesulfonylamino-thiazol-4-yl)-benzoic acid methyl ester. The reactants are O=C(Cl)c1ccncc1, Cl, COc1cc(C(=O)C=Cc2c[nH]c3ccccc23)cc(OC)c1OC. Product: COc1cc(C(=O)C=Cc2cn(C(=O)c3ccncc3)c3ccccc23)cc(OC)c1OC. As a reaction SMILES: [C:27]([c:28]1[cH:29][cH:30][n:31][cH:32][cH:33]1)(=[O:34])[Cl:35].[ClH:26].[nH:1]1[cH:2][c:3]([CH:10]=[CH:11][C:12](=[O:13])[c:14]2[cH:15][c:16]([O:24][CH3:25])[c:17]([O:22][CH3:23])[c:18]([O:20][CH3:21])[cH:19]2)[c:4]2[cH:5][cH:6][cH:7][cH:8][c:9]12>>[n:1]1([C:27]([c:28]2[cH:29][cH:30][n:31][cH:32][cH:33]2)=[O:34])[cH:2][c:3]([CH:10]=[CH:11][C:12](=[O:13])[c:14]2[cH:15][c:16]([O:24][CH3:25])[c:17]([O:22][CH3:23])[c:18]([O:20][CH3:21])[cH:19]2)[c:4]2[cH:5][cH:6][cH:7][cH:8][c:9]12. Reactants: CC=1OC(=CN1)C1=CC=CC=C1 (2-Methyl-5-phenyl-oxazole), ClS(=O)(=O)O (chlorosulfonic acid), Heterocyclic, ice. Conditions: time 16 hour. Product: CC=1OC(=CN1)C1=CC=C(C=C1)S(=O)(=O)Cl (4-(2-methyl-oxazol-5-yl)-benzenesulfonyl Chloride). RXN SMILES: [CH3:1][C:2]1[O:3][C:4]([C:7]2[CH:12]=[CH:11][CH:10]=[CH:9][CH:8]=2)=[CH:5][N:6]=1.[Cl:13][S:14](O)(=[O:16])=[O:15]>>[CH3:1][C:2]1[O:3][C:4]([C:7]2[CH:8]=[CH:9][C:10]([S:14]([Cl:13])(=[O:16])=[O:15])=[CH:11][CH:12]=2)=[CH:5][N:6]=1. Procedure details: 2-Methyl-5-phenyl-oxazole (1.6 g, 10 mmol), prepared according to the literature procedure (Varma, R. S.; Kumar, D. J. Heterocyclic Chem., 1998, 35,1533), was dissolved in chlorosulfonic acid (10 mL) and stirred at room temperature for 16 h. The reaction mixture was added to crushed ice (50 g) and the product was extracted with ether (3×50 mL). The combined organic extract was dried over anhydrous Na2SO4 and ether was evaporated. The product was purified by flash chromatography (silica-gel, 5-20... Starting materials: C=CCc1cccc(C#N)c1C, C1CCCCC1, C[SiH](C)c1ccccc1, CC(C)O. Product: Cc1c(C#N)cccc1CCC[Si](C)(C)c1ccccc1. RXN SMILES: [C:1](#[N:2])[c:3]1[c:4]([CH3:12])[c:5]([CH2:9][CH:10]=[CH2:11])[cH:6][cH:7][cH:8]1.[CH2:22]1[CH2:23][CH2:24][CH2:25][CH2:26][CH2:27]1.[CH3:13][SiH:14]([c:15]1[cH:16][cH:17][cH:18][cH:19][cH:20]1)[CH3:21].[CH:28]([OH:29])([CH3:30])[CH3:31]>>[C:1](#[N:2])[c:3]1[c:4]([CH3:12])[c:5]([CH2:9][CH2:10][CH2:11][Si:14]([CH3:13])([c:15]2[cH:16][cH:17][cH:18][cH:19][cH:20]2)[CH3:21])[cH:6][cH:7][cH:8]1. As a reaction SMILES: [C:1]([N:5]1[CH2:26][CH2:25][CH2:24][CH2:23][C:8]2[CH:9]=[C:10]3[C:19]4[CH:18]=[C:17](Br)[C:16]([O:21][CH3:22])=[CH:15][C:14]=4[CH2:13][CH2:12][N:11]3[C:7]=2[C:6]1=[O:27])([CH3:4])([CH3:3])[CH3:2].C([Li])CCC.C1C=CC(S(N(S(C2C=CC=CC=2)(=O)=O)[F:43])(=O)=O)=CC=1.O>C1COCC1>[C:1]([N:5]1[CH2:26][CH2:25][CH2:24][CH2:23][C:8]2[CH:9]=[C:10]3[C:19]4[CH:18]=[C:17]([F:43])[C:16]([O:21][CH3:22])=[CH:15][C:14]=4[CH2:13][CH2:12][N:11]3[C:7]=2[C:6]1=[O:27])([CH3:4])([CH3:3])[CH3:2]. The yield is 49.5%. Yields the product C(C)(C)(C)N1C(C2=C(C=C3N2CCC=2C=C(C(=CC32)F)OC)CCCC1)=O (9-tert-butyl-2-fluoro-3-methoxy-5,6,10,11,12,13-hexahydroazocino[4′,3′:4,5]pyrrolo[2,1-a]isoquinolin-8(9H)-one). Run in C1CCOC1 (THF). Procedure details: To a cooled (−60° C.) solution of 800 mg 19d in 10 mL THF was added 2.04 mmol n-butyllithium. After stirring at −60° C. for 30 min 877 mg N-fluorobenzenesulfonimide was added. The mixture was allowed to reach room temperature and was stirred for another 2 h. Water was added and the mixture was extracted with 2×ethyl acetate. The combined organic phases were dried and concentrated. The crude product by column chromatography over silica to afford an oil, which was crystallized from heptane/diisopr... Conditions: time 2 hour. Reactants: O (Water), C(C)(C)(C)N1C(C2=C(C=C3N2CCC=2C=C(C(=CC32)Br)OC)CCCC1)=O (9-tert-butyl-3-methoxy-2-bromo-5,6,10,11,12,13-hexahydroazocino[4′,3′:4,5]pyrrolo[2,1-a]isoquinolin-8(9H)-one), C1=CC=C(C=C1)S(=O)(=O)N(F)S(=O)(=O)C2=CC=CC=C2 (N-fluorobenzenesulfonimide), C(CCC)[Li] (n-butyllithium). Reactants: Intermediate 27, C(CCC)OC1=NC(=C2N=C(N(C2=N1)CCCCCCl)OC)N (2-(butyloxy)-9-(5-chloropentyl)-8-(methyloxy)-9H-purin-6-amine), N1CCCC1 (pyrrolidine). The product is C(CCC)OC1=NC(=C2N=C(N(C2=N1)CCCCCN1CCCC1)OC)N (2-(Butyloxy)-8-(methyloxy)-9-[5-(1-pyrrolidinyl)pentyl]-9H-purin-6-amine). RXN SMILES: [CH2:1]([O:5][C:6]1[N:14]=[C:13]2[C:9]([N:10]=[C:11]([O:21][CH3:22])[N:12]2[CH2:15][CH2:16][CH2:17][CH2:18][CH2:19]Cl)=[C:8]([NH2:23])[N:7]=1)[CH2:2][CH2:3][CH3:4].[NH:24]1[CH2:28][CH2:27][CH2:26][CH2:25]1>>[CH2:1]([O:5][C:6]1[N:14]=[C:13]2[C:9]([N:10]=[C:11]([O:21][CH3:22])[N:12]2[CH2:15][CH2:16][CH2:17][CH2:18][CH2:19][N:24]2[CH2:28][CH2:27][CH2:26][CH2:25]2)=[C:8]([NH2:23])[N:7]=1)[CH2:2][CH2:3][CH3:4]. Reported procedure: Prepared similarly to Intermediate 27 from 2-(butyloxy)-9-(5-chloropentyl)-8-(methyloxy)-9H-purin-6-amine and pyrrolidine. Starting materials: [H][H] (hydrogen), [BH4-].[Na+] (Sodium borohydride), C(C)OC(C(C(C)C)NC1CC1)=O (2-cyclopropylamino-3-methyl-butyric acid ethyl ester), II (iodine). Solvent: CO (methanol), C1CCOC1 (THF), C1CCOC1 (THF). Conditions: temperature 0 celsius, time 30 minute. The product is C1(CC1)NC(CO)C(C)C (2-cyclopropylamino-3-methyl-butan-1-ol). RXN SMILES: [BH4-].[Na+].C([O:5][C:6](=O)[CH:7]([NH:11][CH:12]1[CH2:14][CH2:13]1)[CH:8]([CH3:10])[CH3:9])C.II.[H][H]>C1COCC1.CO>[CH:12]1([NH:11][CH:7]([CH:8]([CH3:10])[CH3:9])[CH2:6][OH:5])[CH2:14][CH2:13]1 |f:0.1|. Reported procedure: Sodium borohydride (167 mg) was added to dry THF (10 mL) under argon and cooled to 0° C. To this mixture was added 2-cyclopropylamino-3-methyl-butyric acid ethyl ester (341 mg, obtained in example 25, step A]) followed by a solution of iodine (467 mg) in THF (5 mL) that was added over a period of 30 minutes. A strong hydrogen evolution was observed. The mixture was stirred at 0° C. for 30 minutes and then heated to reflux for 12 hours. The mixture was cooled and methanol was carefully added unti... Reactants: Cc1nnc(-c2ccc(C)c(-c3ccc(C(=O)O)cc3)c2)o1, CCN=C=NCCCN(C)C, CN(C)c1cccc(CN)c1, Cl, CN(C)C=O, On1nnc2ccccc21. Yields the product Cc1nnc(-c2ccc(C)c(-c3ccc(C(=O)NCc4cccc(N(C)C)c4)cc3)c2)o1. Reaction SMILES: [CH3:1][c:2]1[c:3](-[c:14]2[cH:15][cH:16][c:17]([C:20](=[O:21])[OH:22])[cH:18][cH:19]2)[cH:4][c:5](-[c:8]2[o:9][c:10]([CH3:13])[n:11][n:12]2)[cH:6][cH:7]1.[CH3:34][N:35]([CH3:36])[CH2:37][CH2:38][CH2:39][N:40]=[C:41]=[N:42][CH2:43][CH3:44].[CH3:45][N:46]([c:47]1[cH:48][c:49]([CH2:50][NH2:51])[cH:52][cH:53][cH:54]1)[CH3:55].[ClH:33].[O:56]=[CH:57][N:58]([CH3:59])[CH3:60].[OH:23][n:24]1[c:25]2[c:26]([cH:27][cH:28][cH:29][cH:30]2)[n:31][n:32]1>>[CH3:1][c:2]1[c:3](-[c:14]2[cH:15][cH:16][c:17]([C:20](=[O:22])[NH:51][CH2:50][c:49]3[cH:48][c:47]([N:46]([CH3:45])[CH3:55])[cH:54][cH:53][cH:52]3)[cH:18][cH:19]2)[cH:4][c:5](-[c:8]2[o:9][c:10]([CH3:13])[n:11][n:12]2)[cH:6][cH:7]1. Starting materials: O=C([O-])O, O=C(OO)c1cccc(Cl)c1, ClCCl, O=[N+]([O-])c1cccnc1Nc1cccc(C=Cc2cccnc2)c1, [Na+]. Product: O=[N+]([O-])c1cccnc1Nc1cccc(C=Cc2ccc[n+]([O-])c2)c1. As a reaction SMILES: [C:36](=[O:37])([OH:38])[O-:39].[Cl:25][c:26]1[cH:27][cH:28][cH:29][c:30]([C:31]([O:32][OH:34])=[O:33])[cH:35]1.[Cl:41][CH2:42][Cl:43].[N+:1](=[O:2])([O-:3])[c:4]1[c:5]([NH:10][c:11]2[cH:12][c:13]([CH:17]=[CH:18][c:19]3[cH:20][n:21][cH:22][cH:23][cH:24]3)[cH:14][cH:15][cH:16]2)[n:6][cH:7][cH:8][cH:9]1.[Na+:40]>>[N+:1](=[O:2])([O-:3])[c:4]1[c:5]([NH:10][c:11]2[cH:12][c:13]([CH:17]=[CH:18][c:19]3[cH:20][n+:21]([O-:33])[cH:22][cH:23][cH:24]3)[cH:14][cH:15][cH:16]2)[n:6][cH:7][cH:8][cH:9]1.